describe an organic reaction: reactants, conditions, products, and yield From a dataset of the Open Reaction Database (ORD), a public repository of structured organic reaction records. The reactants are [BH4-], CO, CN1CCCN(C(=O)c2cccc(-c3ccc(C=C4C(=O)Nc5ccc(Cl)cc54)o3)c2)CC1, [Na+], O. Product: CN1CCCN(C(=O)c2cccc(-c3ccc(CC4C(=O)Nc5ccc(Cl)cc54)o3)c2)CC1. RXN SMILES: [BH4-:34].[CH3:37][OH:38].[Cl:1][c:2]1[cH:3][c:4]2[c:8]([cH:9][cH:10]1)[NH:7][C:6](=[O:11])[C:5]2=[CH:12][c:13]1[o:14][c:15](-[c:18]2[cH:19][c:20]([C:24](=[O:25])[N:26]3[CH2:27][CH2:28][N:29]([CH3:33])[CH2:30][CH2:31][CH2:32]3)[cH:21][cH:22][cH:23]2)[cH:16][cH:17]1.[Na+:35].[OH2:36]>>[Cl:1][c:2]1[cH:3][c:4]2[c:8]([cH:9][cH:10]1)[NH:7][C:6](=[O:11])[CH:5]2[CH2:12][c:13]1[o:14][c:15](-[c:18]2[cH:19][c:20]([C:24](=[O:25])[N:26]3[CH2:27][CH2:28][N:29]([CH3:33])[CH2:30][CH2:31][CH2:32]3)[cH:21][cH:22][cH:23]2)[cH:16][cH:17]1.